From a dataset of the Open Reaction Database (ORD), a public repository of structured organic reaction records. describe an organic reaction: reactants, conditions, products, and yield Reactants: O=C([O-])O, CCOC(C)=O, CCOCCn1c(NC2CCN(CCC3(c4ccccc4)CCNC3)CC2)nc2ccccc21, COc1ccc(Cn2cnnn2)cc1C(=O)Cl, CCCCCC, CC(C)=O, CCOC(C)=O, [Na+]. The product is CCOCCn1c(NC2CCN(CCC3(c4ccccc4)CCN(C(=O)c4cc(Cn5cnnn5)ccc4OC)C3)CC2)nc2ccccc21. RXN SMILES: [C:35](=[O:36])([OH:37])[O-:38].[C:63]([O:64][CH2:65][CH3:66])(=[O:67])[CH3:68].[CH2:1]([CH3:2])[O:3][CH2:4][CH2:5][n:6]1[c:7]([NH:15][CH:16]2[CH2:17][CH2:18][N:19]([CH2:22][CH2:23][C:24]3([c:29]4[cH:30][cH:31][cH:32][cH:33][cH:34]4)[CH2:25][NH:26][CH2:27][CH2:28]3)[CH2:20][CH2:21]2)[n:8][c:9]2[c:10]1[cH:11][cH:12][cH:13][cH:14]2.[CH3:40][O:41][c:42]1[c:43]([C:44](=[O:45])[Cl:46])[cH:47][c:48]([CH2:51][n:52]2[n:53][n:54][n:55][cH:56]2)[cH:49][cH:50]1.[CH3:57][CH2:58][CH2:59][CH2:60][CH2:61][CH3:62].[CH3:69][C:70](=[O:71])[CH3:72].[CH3:73][CH2:74][O:75][C:76](=[O:77])[CH3:78].[Na+:39]>>[CH2:1]([CH3:2])[O:3][CH2:4][CH2:5][n:6]1[c:7]([NH:15][CH:16]2[CH2:17][CH2:18][N:19]([CH2:22][CH2:23][C:24]3([c:29]4[cH:30][cH:31][cH:32][cH:33][cH:34]4)[CH2:25][N:26]([C:44]([c:43]4[c:42]([O:41][CH3:40])[cH:50][cH:49][c:48]([CH2:51][n:52]5[n:53][n:54][n:55][cH:56]5)[cH:47]4)=[O:45])[CH2:27][CH2:28]3)[CH2:20][CH2:21]2)[n:8][c:9]2[c:10]1[cH:11][cH:12][cH:13][cH:14]2.